describe an organic reaction: reactants, conditions, products, and yield From a dataset of the Open Reaction Database (ORD), a public repository of structured organic reaction records. Starting materials: [Cl-].O[NH3+] (hydroxylammonium chloride), C(O)([O-])=O.[Na+] (sodium hydrogen carbonate), CS(=O)C (dimethyl sulfoxide), FC=1C=C(C=CC1OC(C)C)N1C(=NC(=C(C1=O)CC1=CC=C(C=C1)C=1C(=CC=CC1)C#N)CCC)C (4′-{[1-(3-fluoro-4-isopropoxyphenyl)-2-methyl-6-oxo-4-propyl-1,6-dihydropyrimidin-5-yl]methyl}biphenyl-2-carbonitrile). Run in O (water), C(C)(=O)OCC (ethyl acetate). Reaction conditions: temperature 40 celsius, time 30 minute. Product: FC=1C=C(C=CC1OC(C)C)N1C(=NC(=C(C1=O)CC1=CC=C(C=C1)C1=C(C=CC=C1)C1=NOC(N1)=O)CCC)C (3-(3-fluoro-4-isopropoxyphenyl)-2-methyl-5-{[2′-(5-oxo-4,5-dihydro-1,2,4-oxadiazol-3-yl)biphenyl-4-yl]methyl}-6-propylpyrimidin-4(3H)-one). The yield is 64.5%. Reaction SMILES: [Cl-].O[NH3+:3].[C:4](=[O:7])([O-])[OH:5].[Na+].CS(C)=O.[F:13][C:14]1[CH:15]=[C:16]([N:24]2[C:29](=[O:30])[C:28]([CH2:31][C:32]3[CH:37]=[CH:36][C:35]([C:38]4[C:39]([C:44]#[N:45])=[CH:40][CH:41]=[CH:42][CH:43]=4)=[CH:34][CH:33]=3)=[C:27]([CH2:46][CH2:47][CH3:48])[N:26]=[C:25]2[CH3:49])[CH:17]=[CH:18][C:19]=1[O:20][CH:21]([CH3:23])[CH3:22]>O.C(OCC)(=O)C>[F:13][C:14]1[CH:15]=[C:16]([N:24]2[C:29](=[O:30])[C:28]([CH2:31][C:32]3[CH:37]=[CH:36][C:35]([C:38]4[CH:43]=[CH:42][CH:41]=[CH:40][C:39]=4[C:44]4[NH:3][C:4](=[O:7])[O:5][N:45]=4)=[CH:34][CH:33]=3)=[C:27]([CH2:46][CH2:47][CH3:48])[N:26]=[C:25]2[CH3:49])[CH:17]=[CH:18][C:19]=1[O:20][CH:21]([CH3:23])[CH3:22] |f:0.1,2.3|. Procedure: A mixture of hydroxylammonium chloride (1.7 g), sodium hydrogen carbonate (2.5 g) and dimethyl sulfoxide (10 mL) was stirred at 40° C. for 30 min, 4′-{[1-(3-fluoro-4-isopropoxyphenyl)-2-methyl-6-oxo-4-propyl-1,6-dihydropyrimidin-5-yl]methyl}biphenyl-2-carbonitrile (1.15 g) was added, and the mixture was stirred at 90° C. for 18 hr. The reaction mixture was allowed to cool to room temperature, ethyl acetate and water were added, and the mixture was extracted with ethyl acetate. The organic layer ... Starting materials: O=C(NCC=1C=CC=CC1)C=2C=CC=3C=CC=CC3C2. Reagents/catalysts: O=C(NC1=CC=CC2=C1NC(=C2C)C)C=3C=NC(=CC3)C4=NC=CC=C4, O1B(OC(C)(C)C1(C)C)B2OC(C)(C)C(O2)(C)C, C[OH2+].C[OH2+].C1CC=CCCC=C1.C1CC=CCCC=C1.[Ir].[Ir]. Run in O1CCCC1. Run at temperature 60 celsius, time 96 hour. Product: O=C(NCC=1C=CC=CC1)C2=CC=3C=CC=CC3C=C2B4OC(C)(C)C(O4)(C)C. Isolated yield 64.0%. Reported procedure: Isolated by chromatography using deactivated silica gel and ethyl acetate and petroleum ether (10:0.5 to 10:3.0) as the eluent.